Dataset: the Open Reaction Database (ORD), a public repository of structured organic reaction records. Task: describe an organic reaction: reactants, conditions, products, and yield The reactants are ClC=1C=C(C=CC1Cl)S(=O)(=O)N1C(CC2=CC=CC=C12)C(=O)OC (Methyl 1-(3,4-dichlorophenylsulfonyl)indoline-2-carboxylate), CO.O1CCOCC1 (methanol dioxane), [OH-].[Na+] (NaOH). Conditions: time 8 hour. Yields the product ClC=1C=C(C=CC1Cl)S(=O)(=O)N1C(CC2=CC=CC=C12)C(=O)O (1-(3,4-Dichlorophenylsulfonyl)indoline-2-carboxylic acid). As a reaction SMILES: [Cl:1][C:2]1[CH:3]=[C:4]([S:9]([N:12]2[C:20]3[C:15](=[CH:16][CH:17]=[CH:18][CH:19]=3)[CH2:14][CH:13]2[C:21]([O:23]C)=[O:22])(=[O:11])=[O:10])[CH:5]=[CH:6][C:7]=1[Cl:8].CO.O1CCOCC1.[OH-].[Na+]>>[Cl:1][C:2]1[CH:3]=[C:4]([S:9]([N:12]2[C:20]3[C:15](=[CH:16][CH:17]=[CH:18][CH:19]=3)[CH2:14][CH:13]2[C:21]([OH:23])=[O:22])(=[O:10])=[O:11])[CH:5]=[CH:6][C:7]=1[Cl:8] |f:1.2,3.4|. Procedure details: Methyl 1-(3,4-dichlorophenylsulfonyl)indoline-2-carboxylate (49.8 g, 128.92 mmol) was dissolved in a mixture of methanol/dioxane/4 M NaOH (15/4/1, 960 ml, 193.38 mmol NaOH, 1.5 eq.), and further 4 M NaOH (145 ml, 580.14 mmol, 4.5 eq.) was added thereto. The solution was stirred overnight at room temperature and then concentrated using a rotary evaporator. Ethyl acetate was added to the residue, and the mixture was washed with 0.5 M KHSO4. The aqueous phase was then extracted three times with eth... The reactants are NC(=O)c1ccc(CCc2ccccc2OCc2ccccc2)c(Br)c1, C1CCOC1, CCOC(C)=O, O=C(OC(=O)C(F)(F)F)C(F)(F)F, c1ccncc1. Product: N#Cc1ccc(CCc2ccccc2OCc2ccccc2)c(Br)c1. Reaction SMILES: [CH2:14]([c:15]1[cH:16][cH:17][cH:18][cH:19][cH:20]1)[O:21][c:22]1[c:23]([CH2:24][CH2:25][c:26]2[c:27]([Br:35])[cH:28][c:29]([C:30](=[O:31])[NH2:32])[cH:33][cH:34]2)[cH:36][cH:37][cH:38][cH:39]1.[CH2:46]1[O:47][CH2:48][CH2:49][CH2:50]1.[CH3:51][CH2:52][O:53][C:54](=[O:55])[CH3:56].[F:1][C:2]([F:3])([F:4])[C:5]([O:6][C:7](=[O:8])[C:9]([F:10])([F:11])[F:12])=[O:13].[cH:40]1[cH:41][cH:42][n:43][cH:44][cH:45]1>>[CH2:14]([c:15]1[cH:16][cH:17][cH:18][cH:19][cH:20]1)[O:21][c:22]1[c:23]([CH2:24][CH2:25][c:26]2[c:27]([Br:35])[cH:28][c:29]([C:30]#[N:32])[cH:33][cH:34]2)[cH:36][cH:37][cH:38][cH:39]1. Starting materials: COC(C1=C(C=CC=C1)OCCN1CCCC1)=O (2-(2-Pyrrolidin-1-yl-ethoxy)-benzoic acid methyl ester), [OH-].[Li+] (lithium hydroxide), N1C(=NC2=C1C=CC=C2)C2=NNC=C2N (3-(1H-benzimidazol-2-yl)-1H-pyrazol-4-ylamine), C(CCl)Cl (EDC), Cl (HCl), C=1C=CC2=C(C1)N=NN2O (HOBt). The solvent is C1CCOC1.O (THF H2O), O (water), CN(C)C=O (DMF). Reaction conditions: time 20 hour. Yields the product N1C(=NC2=C1C=CC=C2)C2=NNC=C2NC(C2=C(C=CC=C2)OCCN2CCCC2)=O (N-[3-(1H-benzimidazol-2-yl)-1H-pyrazol-4-yl]-2-(2-pyrrolidin-1-yl-ethoxy)-benzamide). Isolated yield 30.3%. RXN SMILES: CO[C:3](=[O:18])[C:4]1[CH:9]=[CH:8][CH:7]=[CH:6][C:5]=1[O:10][CH2:11][CH2:12][N:13]1[CH2:17][CH2:16][CH2:15][CH2:14]1.[OH-].[Li+].Cl.[NH:22]1[C:26]2[CH:27]=[CH:28][CH:29]=[CH:30][C:25]=2[N:24]=[C:23]1[C:31]1[C:35]([NH2:36])=[CH:34][NH:33][N:32]=1.C(Cl)CCl.C1C=CC2N(O)N=NC=2C=1>C1COCC1.O.O.CN(C=O)C>[NH:24]1[C:25]2[CH:30]=[CH:29][CH:28]=[CH:27][C:26]=2[N:22]=[C:23]1[C:31]1[C:35]([NH:36][C:3](=[O:18])[C:4]2[CH:9]=[CH:8][CH:7]=[CH:6][C:5]=2[O:10][CH2:11][CH2:12][N:13]2[CH2:14][CH2:15][CH2:16][CH2:17]2)=[CH:34][NH:33][N:32]=1 |f:1.2,7.8|. Procedure details: 2-(2-Pyrrolidin-1-yl-ethoxy)-benzoic acid methyl ester (125 mg, 0.50 mmol) and lithium hydroxide (21 mg, 0.50 mmol) were dissolved in THF/H2O (1:1, 2 ml) and the mixture stirred at ambient temperature for 20 h. The reaction mixture was reduced in vacuo and azeotroped with toluene (3×5 ml) to give a white solid, which was dissolved in water (1 ml) and acidified with 2 M aqueous HCl (1 ml). The resulting solution was reduced in vacuo and azeotroped with toluene (3×5 ml) to give a pale yellow gel, ... The reactants are BrC=1NC=CN1 (bromoimidazole), C1(=CC=CC=C1)S(=O)(=O)N1N=C(C2=CC=CC=C12)B(O)O (1-(phenylsulfonyl)-3-indazole boronic acid), P(=O)(O)([O-])[O-].[Na+].[Na+] (sodium hydrogen phosphate). Solvent: O1CCOCC1 (1,4-dioxane), O (water). Conditions: temperature 110 celsius. Product: N1C=CC2=CC=CC=C12 (indole). As a reaction SMILES: Br[C:2]1NC=CN=1.C1(S([N:16]2[C:24]3[C:19](=[CH:20][CH:21]=[CH:22][CH:23]=3)[C:18](B(O)O)=N2)(=O)=O)C=CC=CC=1.P([O-])([O-])(O)=O.[Na+].[Na+]>O1CCOCC1.O>[NH:16]1[C:24]2[C:19](=[CH:20][CH:21]=[CH:22][CH:23]=2)[CH:18]=[CH:2]1 |f:2.3.4|. Reported procedure: A mixture of bromoimidazole Int-22a (98 mg, 0.20 mmol), 1-(phenylsulfonyl)-3-indazole boronic acid (73 mg, 0.24 mmol) and sodium hydrogen phosphate (86 mg, 0.61 mmol) in 1,4-dioxane (4 mL) and water (2 mL) at r.t. was purged with nitrogen gas for 5 min in a microwave vial. Tetrakistriphenylphosphorous palladium was added. The mixture was heated in a microwave reactor at 110° C. for 1 h. Water and ethyl acetate were added, and the layers were separated. The separated aqueous layer was extracted w... The reactants are O1[C@@H](C1)COC1=CC=CC=2NC3=CC=CC=C3C12 (4-[(2S)-oxiranylmethoxy]-9H-carbazole), NCC1CCN(CC1)CCCCCC (4-aminomethyl-1-hexylpiperidine). Yields the product C1=CC=C(C=2C3=CC=CC=C3NC12)OC[C@H](CNCC1CCN(CC1)CCCCCC)O ((2S)-1-(9H-Carbazol-4-yloxy)-3-[(1-hexyl-piperidin-4-ylmethyl)-amino]-propan-2-ol). Yield: 51.4%. Reaction SMILES: [O:1]1[CH2:3][C@H:2]1[CH2:4][O:5][C:6]1[C:18]2[C:17]3[C:12](=[CH:13][CH:14]=[CH:15][CH:16]=3)[NH:11][C:10]=2[CH:9]=[CH:8][CH:7]=1.[NH2:19][CH2:20][CH:21]1[CH2:26][CH2:25][N:24]([CH2:27][CH2:28][CH2:29][CH2:30][CH2:31][CH3:32])[CH2:23][CH2:22]1>>[CH:9]1[C:10]2[NH:11][C:12]3[C:17](=[CH:16][CH:15]=[CH:14][CH:13]=3)[C:18]=2[C:6]([O:5][CH2:4][C@@H:2]([OH:1])[CH2:3][NH:19][CH2:20][CH:21]2[CH2:26][CH2:25][N:24]([CH2:27][CH2:28][CH2:29][CH2:30][CH2:31][CH3:32])[CH2:23][CH2:22]2)=[CH:7][CH:8]=1. Procedure: Prepared from 4-[(2S)-oxiranylmethoxy]-9H-carbazole (0.239 g, 1.0 mmol) and 4-aminomethyl-1-hexylpiperidine (0.396 g, 2.0 mmol) according to procedure used for Example 2 to give 0.225 g of the title compound as a white solid.